This data is from the Open Reaction Database (ORD), a public repository of structured organic reaction records. The task is: describe an organic reaction: reactants, conditions, products, and yield The reactants are CCO, Cn1c(C(F)(F)F)ccc(-c2cc([N+](=O)[O-])c(O)cc2Cl)c1=O, Cl, [Sn]. Yields the product Cn1c(C(F)(F)F)ccc(-c2cc(N)c(O)cc2Cl)c1=O. Reaction SMILES: [CH3:26][CH2:27][OH:28].[Cl:1][c:2]1[c:3](-[c:12]2[c:13](=[O:23])[n:14]([CH3:22])[c:15]([C:18]([F:19])([F:20])[F:21])[cH:16][cH:17]2)[cH:4][c:5]([N+:9]([O-:10])=[O:11])[c:6]([OH:8])[cH:7]1.[ClH:25].[Sn:24]>>[Cl:1][c:2]1[c:3](-[c:12]2[c:13](=[O:23])[n:14]([CH3:22])[c:15]([C:18]([F:19])([F:20])[F:21])[cH:16][cH:17]2)[cH:4][c:5]([NH2:9])[c:6]([OH:8])[cH:7]1.